This data is from the Open Reaction Database (ORD), a public repository of structured organic reaction records. The task is: describe an organic reaction: reactants, conditions, products, and yield Reactants: C(C)OC(=O)CN1C([C@@H](N(CC1)C(=O)OCC1=CC=CC=C1)CCC(=N)NCNS(=O)(=O)C1=CC=C(C=C1)C)=O (Benzyl(2S)-4-ethyloxycarbonylmethyl-2-[3-imino(4-methylphenyl-sulfonamido)methylaminopropyl]-3-oxohexahydro-1-pyrazinecarboxylate), [Li+].[OH-] (LiOH). Run in C1CCOC1 (THF). The product is C(C1=CC=CC=C1)OC(=O)N1[C@H](C(N(CC1)CC(=O)O)=O)CCC(=N)NCNS(=O)(=O)C1=CC=C(C=C1)C (2-{(3S)-4-Benzyloxycarbonyl-3-[3-imino(4-methylphenylsulfonamido)methylaminopropyl]-2-oxohexahydro-1-pyrazinyl}acetic acid). The yield is 85.3%. RXN SMILES: C([O:3][C:4]([CH2:6][N:7]1[CH2:12][CH2:11][N:10]([C:13]([O:15][CH2:16][C:17]2[CH:22]=[CH:21][CH:20]=[CH:19][CH:18]=2)=[O:14])[C@@H:9]([CH2:23][CH2:24][C:25]([NH:27][CH2:28][NH:29][S:30]([C:33]2[CH:38]=[CH:37][C:36]([CH3:39])=[CH:35][CH:34]=2)(=[O:32])=[O:31])=[NH:26])[C:8]1=[O:40])=[O:5])C.[Li+].[OH-]>C1COCC1>[CH2:16]([O:15][C:13]([N:10]1[CH2:11][CH2:12][N:7]([CH2:6][C:4]([OH:5])=[O:3])[C:8](=[O:40])[C@@H:9]1[CH2:23][CH2:24][C:25]([NH:27][CH2:28][NH:29][S:30]([C:33]1[CH:38]=[CH:37][C:36]([CH3:39])=[CH:35][CH:34]=1)(=[O:32])=[O:31])=[NH:26])=[O:14])[C:17]1[CH:22]=[CH:21][CH:20]=[CH:19][CH:18]=1 |f:1.2|. Procedure details: A solution of the compound of Example 11 (185 mg, 0.32 mmol) in THF (2 mL) was treated with 2 N LiOH (0.32 mL, 0.64 mmol). The mixture was stirred at room temperature for two and one-half hours. The organic solvent was evaporated in vacuo. The aqueous layer was extracted with EtOAc to remove organic impurities and acidified to pH 2-3 with 2N aq HCl at 0° C. The acidified aqueous layer was extracted with EtOAc and the organic layer was dried over Na2SO4 and evaporated to give the title compound a... The reactants are ClC1=CC=CC(SC)=C1. Reagents/catalysts: O1B(OC(C)(C)C1(C)C)B2OC(C)(C)C(O2)(C)C, FC(F)(F)C1OB(OC1)C=2C=CC=CC2C=3C=NC(=CC3)C4=NC=CC=C4, C[OH2+].C[OH2+].C1CC=CCCC=C1.C1CC=CCCC=C1.[Ir].[Ir]. The solvent is C=1C=C(C=CC1C)C. Run at temperature 55 celsius, time 24 hour. Product: ClC1=CC=C(B2OC(C)(C)C(O2)(C)C)C(SC)=C1, ClC=1C=C(SC)C=C(C1)B2OC(C)(C)C(O2)(C)C. Yield: 10.0%. Procedure details: Ligand 3f: A mixture of ortho- and meta-borylated products (91 mg, 64% yield, ortho/meta + para = 5.1); ortho-borylated product 4n was obtained by further purification by GPC (60 mg, 42% yield), colorless oil; Reactants: C1(=CC=CC=C1)[Mg]Cl (Phenylmagnesium chloride), aldehyde, O1CCOCC1 (dioxane). Conditions: time 1 hour. Product: C1(=CC=CC=C1)C(O)(C1=CC=CC=C1)C1=CC=CC=C1 (triphenylmethanol). As a reaction SMILES: [C:1]1([Mg]Cl)[CH:6]=[CH:5][CH:4]=[CH:3][CH:2]=1.[O:9]1[CH2:14][CH2:13]OCC1>>[C:1]1([C:14]([C:13]2[CH:5]=[CH:6][CH:1]=[CH:2][CH:3]=2)([C:1]2[CH:6]=[CH:5][CH:4]=[CH:3][CH:2]=2)[OH:9])[CH:6]=[CH:5][CH:4]=[CH:3][CH:2]=1. Procedure details: Phenylmagnesium chloride (2M, 6.8 mmol, 1.5 eq.) was slowly added to a stirred solution of the aldehyde from Part A (3.00 g, 4.5 mmol, 1.0 eq.) in dioxane (25 mL) at 0° C. After 1 h, the reaction was quenched with methanol (5 mL), followed by water (25 mL). Trifluoroacetic acid (25 mL) was then added, and the mixture stirred at room temperature for 1 h. 10N NaOH was added to adjust the pH to 10 and the organic solvents removed in vacuo leaving solid triphenylmethanol and an aqueous phase behind.... The product is ClCCOc1ccccc1C=Cc1cccc2[nH]ccc12. RXN SMILES: [Cl:30][CH2:31][CH2:32][OH:33].[Na+:35].[OH-:34].[OH2:36].[OH:19][S:20]([c:21]1[cH:22][cH:23][c:24]([CH3:25])[cH:26][cH:27]1)(=[O:28])=[O:29].[nH:1]1[cH:2][cH:3][c:4]2[c:5]([CH:10]=[CH:11][c:12]3[c:13]([OH:18])[cH:14][cH:15][cH:16][cH:17]3)[cH:6][cH:7][cH:8][c:9]12>>[nH:1]1[cH:2][cH:3][c:4]2[c:5]([CH:10]=[CH:11][c:12]3[c:13]([O:18][CH2:32][CH2:31][Cl:30])[cH:14][cH:15][cH:16][cH:17]3)[cH:6][cH:7][cH:8][c:9]12. Starting materials: OCCCl, [Na+], [OH-], O, Cc1ccc(S(=O)(=O)O)cc1, Oc1ccccc1C=Cc1cccc2[nH]ccc12. The reactants are O=C([O-])[O-], CCC1COCCN1, CC(O)(c1ccc(N2CCN(S(=O)(=O)c3cccs3)CC2COS(C)(=O)=O)cc1)C(F)(F)F, CC#N, [K+], [K+]. Yields the product CCC1COCCN1CC1CN(S(=O)(=O)c2cccs2)CCN1c1ccc(C(C)(O)C(F)(F)F)cc1. As a reaction SMILES: [C:42](=[O:43])([O-:44])[O-:45].[CH2:34]([CH3:35])[CH:36]1[CH2:37][O:38][CH2:39][CH2:40][NH:41]1.[CH3:1][S:2]([O:3][CH2:6][CH:7]1[N:8]([c:21]2[cH:22][cH:23][c:24]([C:27]([C:28]([F:29])([F:30])[F:31])([CH3:32])[OH:33])[cH:25][cH:26]2)[CH2:9][CH2:10][N:11]([S:13](=[O:14])(=[O:15])[c:16]2[s:17][cH:18][cH:19][cH:20]2)[CH2:12]1)(=[O:4])=[O:5].[CH3:48][C:49]#[N:50].[K+:46].[K+:47]>>[CH2:6]([CH:7]1[N:8]([c:21]2[cH:22][cH:23][c:24]([C:27]([C:28]([F:29])([F:30])[F:31])([CH3:32])[OH:33])[cH:25][cH:26]2)[CH2:9][CH2:10][N:11]([S:13](=[O:14])(=[O:15])[c:16]2[s:17][cH:18][cH:19][cH:20]2)[CH2:12]1)[N:41]1[CH:36]([CH2:34][CH3:35])[CH2:37][O:38][CH2:39][CH2:40]1. Reactants: C[Si](C)(C)CCOCn1nc(-c2cccc(Br)n2)c2cnc(NCCN3CCOCC3)nc21, N#N, NCc1ccccc1, C1COCCO1, O=C(C=Cc1ccccc1)C=Cc1ccccc1, O=C(C=Cc1ccccc1)C=Cc1ccccc1, O=C(C=Cc1ccccc1)C=Cc1ccccc1, [Pd], [Pd]. Product: C[Si](C)(C)CCOCn1nc(-c2cccc(NCc3ccccc3)n2)c2cnc(NCCN3CCOCC3)nc21. As a reaction SMILES: [Br:1][c:2]1[cH:3][cH:4][cH:5][c:6](-[c:8]2[n:9][n:10]([CH2:26][O:27][CH2:28][CH2:29][Si:30]([CH3:31])([CH3:32])[CH3:33])[c:11]3[n:12][c:13]([NH:17][CH2:18][CH2:19][N:20]4[CH2:21][CH2:22][O:23][CH2:24][CH2:25]4)[n:14][cH:15][c:16]23)[n:7]1.[N:42]#[N:43].[NH2:34][CH2:35][c:36]1[cH:37][cH:38][cH:39][cH:40][cH:41]1.[O:100]1[CH2:101][CH2:102][O:103][CH2:104][CH2:105]1.[O:46]=[C:47]([CH:48]=[CH:49][c:50]1[cH:51][cH:52][cH:53][cH:54][cH:55]1)[CH:56]=[CH:57][c:58]1[cH:59][cH:60][cH:61][cH:62][cH:63]1.[O:64]=[C:65]([CH:66]=[CH:67][c:68]1[cH:69][cH:70][cH:71][cH:72][cH:73]1)[CH:74]=[CH:75][c:76]1[cH:77][cH:78][cH:79][cH:80][cH:81]1.[O:82]=[C:83]([CH:84]=[CH:85][c:86]1[cH:87][cH:88][cH:89][cH:90][cH:91]1)[CH:92]=[CH:93][c:94]1[cH:95][cH:96][cH:97][cH:98][cH:99]1.[Pd:44].[Pd:45]>>[c:2]1([NH:34][CH2:35][c:36]2[cH:37][cH:38][cH:39][cH:40][cH:41]2)[cH:3][cH:4][cH:5][c:6](-[c:8]2[n:9][n:10]([CH2:26][O:27][CH2:28][CH2:29][Si:30]([CH3:31])([CH3:32])[CH3:33])[c:11]3[n:12][c:13]([NH:17][CH2:18][CH2:19][N:20]4[CH2:21][CH2:22][O:23][CH2:24][CH2:25]4)[n:14][cH:15][c:16]23)[n:7]1. Starting materials: C(C)C1=C(C=CC=C1)C(=C)C=1OC=CC1 (1-(2-ethylphenyl)-1-(2-furyl)ethylene), [H][H] (hydrogen). Reagents/catalysts: [Pd] (palladium on charcoal). The solvent is C(C)O (ethanol). The product is C(C)C1=C(C=CC=C1)C(C)C=1OC=CC1 ((±) 2-[1-(2-ethylphenyl)ethyl]-furan). The yield is 87.6%. As a reaction SMILES: [CH2:1]([C:3]1[CH:8]=[CH:7][CH:6]=[CH:5][C:4]=1[C:9]([C:11]1[O:12][CH:13]=[CH:14][CH:15]=1)=[CH2:10])[CH3:2].[H][H]>C(O)C.[Pd]>[CH2:1]([C:3]1[CH:8]=[CH:7][CH:6]=[CH:5][C:4]=1[CH:9]([C:11]1[O:12][CH:13]=[CH:14][CH:15]=1)[CH3:10])[CH3:2]. Reported procedure: A solution of 1-(2-ethylphenyl)-1-(2-furyl)ethylene (27 g.) in ethanol (150 ml.) in the presence of 10% palladium on charcoal (0.5 g.) was treated with hydrogen at room temperature for 3 hours. The mixture was filtered and evaporated to give a clear oil which was distilled to give (±) 2-[1-(2-ethylphenyl)ethyl]-furan (23.9 g.), b.p. 130°-150° C./20 mm.Hg, in the form of a yellow oil.